Dataset: the Open Reaction Database (ORD), a public repository of structured organic reaction records. Task: describe an organic reaction: reactants, conditions, products, and yield Starting materials: OC1=CC(=C(C=O)C=C1)OC (4-hydroxy-2-methoxybenzaldehyde), C([O-])([O-])=O.[K+].[K+] (potassium carbonate), BrCC1=CC(=C(C=C1)Cl)Cl (4-(Bromomethyl)-1,2-dichlorobenzene). The solvent is CS(=O)C (DMSO). Reaction conditions: time 10 minute. Product: ClC=1C=C(COC2=CC(=C(C=O)C=C2)OC)C=CC1Cl (4-[(3,4-Dichlorobenzyl)oxy]-2-methoxybenzaldehyde). Isolated yield 86.0%. RXN SMILES: [OH:1][C:2]1[CH:9]=[CH:8][C:5]([CH:6]=[O:7])=[C:4]([O:10][CH3:11])[CH:3]=1.C(=O)([O-])[O-].[K+].[K+].Br[CH2:19][C:20]1[CH:25]=[CH:24][C:23]([Cl:26])=[C:22]([Cl:27])[CH:21]=1>CS(C)=O>[Cl:27][C:22]1[CH:21]=[C:20]([CH:25]=[CH:24][C:23]=1[Cl:26])[CH2:19][O:1][C:2]1[CH:9]=[CH:8][C:5]([CH:6]=[O:7])=[C:4]([O:10][CH3:11])[CH:3]=1 |f:1.2.3|. Reported procedure: A solution of 4-hydroxy-2-methoxybenzaldehyde (300 mg, 1.97 mmol) in DMSO (7.5 mL) was added potassium carbonate (545 mg, 3.94 mmol) the resulting suspension was stirred under nitrogen at room temperature for 10 minutes. 4-(Bromomethyl)-1,2-dichlorobenzene was then added (commercial, 473 mg, 1.32 mmol) and the reaction mixture heated to 90° C. for 3 hours. The reaction mixture was cooled to room temperature and partitioned between EtOAc (50 mL) and water (40 mL). The organic layer was washed wit... The reactants are BrC(C1=CC=CC=C1)C1=CC=CC=C1 (bromodiphenyl methane), C(C)(=O)NC(CC1=CNC2=CC=CC=C12)C(=O)O (N-acetyl-D,L-tryptophan). Product: C(C)(=O)NC(C(=O)OC(C1=CC=CC=C1)C1=CC=CC=C1)CC1=CNC2=CC=CC=C12 (Diphenylmethyl 2-acetamido-3-(3-indolyl)propionate). As a reaction SMILES: Br[CH:2]([C:9]1[CH:14]=[CH:13][CH:12]=[CH:11][CH:10]=1)[C:3]1[CH:8]=[CH:7][CH:6]=[CH:5][CH:4]=1.[C:15]([NH:18][CH:19]([C:30]([OH:32])=[O:31])[CH2:20][C:21]1[C:29]2[C:24](=[CH:25][CH:26]=[CH:27][CH:28]=2)[NH:23][CH:22]=1)(=[O:17])[CH3:16]>>[C:15]([NH:18][CH:19]([CH2:20][C:21]1[C:29]2[C:24](=[CH:25][CH:26]=[CH:27][CH:28]=2)[NH:23][CH:22]=1)[C:30]([O:32][CH:2]([C:9]1[CH:14]=[CH:13][CH:12]=[CH:11][CH:10]=1)[C:3]1[CH:8]=[CH:7][CH:6]=[CH:5][CH:4]=1)=[O:31])(=[O:17])[CH3:16]. Procedure details: Following the method of Example 1, bromodiphenyl methane (5.0 g) and N-acetyl-D,L-tryptophan (5.0 g) gave the title compound which was recrystallised from diethyl ether (2.2 g), m.p. 147°-148° C., 1H NMR (360 MHz, CDCl3) δ7.88 (1H, s), 7.47 (1H, d, J=7 Hz), 7.34-7.28 (15H, m), 6.67 (1H, s), 6.40 (1H, d, J=2 Hz), 5.95 (1H, d, J=7 Hz), 5.14-5.09 (1H, m), 3.40-5.09 (2H, m), 1.91 (3H, s). Found: C, 75.53; H, 6.04; N, 6.88 C26H24N2O3 requires C, 75.71; H, 5.86; N, 6.79%. Starting materials: C(C#CC)OC1=CC=C(C=C1)S(=O)C(C(=O)NO)C1CCCCC1 (2-{[4-(2-butynyl oxy)phenyl]sulfinyl}-2-cyclohexyl-N-hydroxyacetamide), CO.C1CCOC1 (MeOH THF). The solvent is O (water). Run at time 6 hour. Product: C(C#CC)OC1=CC=C(C=C1)S(=O)(=O)C(C(=O)NO)C1CCCCC1 (2-{[4-(2-butynyl oxy)phenyl]sulfonyl}-2-cyclohexyl-N-hydroxyacetamide). RXN SMILES: [CH2:1]([O:5][C:6]1[CH:11]=[CH:10][C:9]([S:12]([CH:14]([CH:19]2[CH2:24][CH2:23][CH2:22][CH2:21][CH2:20]2)[C:15]([NH:17][OH:18])=[O:16])=[O:13])=[CH:8][CH:7]=1)[C:2]#[C:3][CH3:4].CO.C1C[O:30]CC1>O>[CH2:1]([O:5][C:6]1[CH:7]=[CH:8][C:9]([S:12]([CH:14]([CH:19]2[CH2:24][CH2:23][CH2:22][CH2:21][CH2:20]2)[C:15]([NH:17][OH:18])=[O:16])(=[O:30])=[O:13])=[CH:10][CH:11]=1)[C:2]#[C:3][CH3:4] |f:1.2|. Procedure details: To a stirred solution of 2-{[4-(2-butynyl oxy)phenyl]sulfinyl}-2-cyclohexyl-N-hydroxyacetamide (180 mg, 0.52 mmol) in MeOH/THF at room, wxone (5.0 g, excess) was added in water (20 ml). Reaction mixture was stirred at room temperature for 6 hrs and filtered. Methanol-THF layer was concentrated and extracted with chloroform. The organic layer was washed well with water, dried, filtered and concentrated. The product was purified by silica gel column chromatography by eluting it with 4:1 ethyl acet...